From a dataset of the Open Reaction Database (ORD), a public repository of structured organic reaction records. describe an organic reaction: reactants, conditions, products, and yield Reactants: ice, [Na] (Sodium), CC(C)(C)S (2-methyl-2-propanethiol), ClC1=C(C=C(C(=C1)Cl)Cl)Cl (1,2,4,5-Tetrachlorobenzene). Yields the product C(C)(C)(C)SC1=C(C=C(C(=C1)SC(C)(C)C)SC(C)(C)C)SC(C)(C)C (1,2,4,5-tetra-tert-butylthiobenzene). Reaction SMILES: [Na].[CH3:2][C:3]([SH:6])([CH3:5])[CH3:4].Cl[C:8]1[CH:13]=[C:12](Cl)[C:11](Cl)=[CH:10][C:9]=1Cl>CN(C=O)C>[C:3]([S:6][C:8]1[CH:13]=[C:12]([S:6][C:3]([CH3:5])([CH3:4])[CH3:2])[C:11]([S:6][C:3]([CH3:5])([CH3:4])[CH3:2])=[CH:10][C:9]=1[S:6][C:3]([CH3:5])([CH3:4])[CH3:2])([CH3:5])([CH3:4])[CH3:2] |^1:0|. The solvent is CN(C)C=O (DMF). Isolated yield 69.0%. Procedure: Sodium (9.3 g, 0.18 mol) was added to a degassed solution of 2-methyl-2-propanethiol (20.9 mL, 0.18 mol) in dry DMF (105 mL), under stirring at 0° C. in nitrogen atmosphere. The mixture was allowed to reach room temperature (RT, 20-25° C.) and stirred overnight. 1,2,4,5-Tetrachlorobenzene (8.0 g, 0.037 mol) was then added and the resulting mixture was stirred at RT for 2 h and then gently refluxed for 18 h. After cooling at RT, the reaction mixture was poured over ice (100 g), the precipitate wa... Reaction conditions: temperature 0 celsius. Starting materials: CC#N, CCO, CCc1cc(C#Cc2ccc(CC(=O)OC)cc2)ccc1C1(OC(C)C)CC1, [Na+], C1CCOC1, [OH-], O. Yields the product CCc1cc(C#Cc2ccc(C(=O)O)cc2)ccc1C1(OC(C)C)CC1. As a reaction SMILES: [CH3:32][C:33]#[N:34].[CH3:35][CH2:36][OH:37].[CH:1]([CH3:2])([CH3:3])[O:4][C:5]1([c:8]2[c:9]([CH2:27][CH3:28])[cH:10][c:11]([C:14]#[C:15][c:16]3[cH:17][cH:18][c:19]([CH2:22][C:23]([O:24][CH3:25])=[O:26])[cH:20][cH:21]3)[cH:12][cH:13]2)[CH2:6][CH2:7]1.[Na+:30].[O:38]1[CH2:39][CH2:40][CH2:41][CH2:42]1.[OH-:29].[OH2:31]>>[CH:1]([CH3:2])([CH3:3])[O:4][C:5]1([c:8]2[c:9]([CH2:27][CH3:28])[cH:10][c:11]([C:14]#[C:15][c:16]3[cH:17][cH:18][c:19]([C:36](=[O:29])[OH:37])[cH:20][cH:21]3)[cH:12][cH:13]2)[CH2:6][CH2:7]1. Procedure details: To a solution of 5-aminoindolin-2-one (8.76, 58.79 mmol) in tetrahydrofuran:dimethylformamide (400 mL:60 mL) was added trimethylsilylisocyanate (10.6 mL, 78.68 mmol) dropwise. The reaction mixture was stirred at ambient temperature for 18 hours. A tan-colored solid formed which was isolated by filtration, washed with ether and dried in vacuo to afford 5-ureidoindolin-2-one (8.5 g). Yields the product N(C(=O)N)C=1C=C2CC(NC2=CC1)=O (5-ureidoindolin-2-one). Reactants: NC=1C=C2CC(NC2=CC1)=O (5-aminoindolin-2-one), CN(C=O)C (dimethylformamide), C[Si](C)(C)N=C=O (trimethylsilylisocyanate). RXN SMILES: [NH2:1][C:2]1[CH:3]=[C:4]2[C:8](=[CH:9][CH:10]=1)[NH:7][C:6](=[O:11])[CH2:5]2.C[N:13](C)[CH:14]=[O:15].C[Si](N=C=O)(C)C>O1CCCC1>[NH:1]([C:2]1[CH:3]=[C:4]2[C:8](=[CH:9][CH:10]=1)[NH:7][C:6](=[O:11])[CH2:5]2)[C:14]([NH2:13])=[O:15]. Conditions: time 18 hour. Run in O1CCCC1 (tetrahydrofuran). Starting materials: [Na] (sodium), C(C)C1=CC=C(C=C1)S (p-ethylphenylmercaptan), BrCC=C(CCC=C(C)C)C (1-bromo-3,7-dimethylocta-2,6-diene). Run in CO (methanol). Run at time 0.5 hour. Yields the product C(C)C1=CC=C(C=C1)SCC=C(CCC=C(C)C)C (1-(p-ethylphenyl)thio-3,7-dimethylocta-2,6-diene). RXN SMILES: [Na].[CH2:2]([C:4]1[CH:9]=[CH:8][C:7]([SH:10])=[CH:6][CH:5]=1)[CH3:3].Br[CH2:12][CH:13]=[C:14]([CH3:21])[CH2:15][CH2:16][CH:17]=[C:18]([CH3:20])[CH3:19]>CO>[CH2:2]([C:4]1[CH:9]=[CH:8][C:7]([S:10][CH2:12][CH:13]=[C:14]([CH3:21])[CH2:15][CH2:16][CH:17]=[C:18]([CH3:20])[CH3:19])=[CH:6][CH:5]=1)[CH3:3] |^1:0|. Reported procedure: To a solution of 2 g. of sodium in 50 ml. of methanol at about 0° is added 35 g. of p-ethylphenylmercaptan. After about 0.5 hour, 15 g. of 1-bromo-3,7-dimethylocta-2,6-diene is added and then the mixture is refluxed for about two hours. Then the solvent is evaporated and the concentrate taken up in petroleum ether which is washed with water, dried over magnesium sulfate and evaporated under reduced pressure to yield 1-(p-ethylphenyl)thio-3,7-dimethylocta-2,6-diene which can be purified by chroma... The reactants are C(=O)(O)[O-].[Na+] (NaHCO3), OOS(=O)[O-].[K+] (Oxone), BrC=1C=C2C(=CNC2=C(C1F)C(=O)N)C1CCSCC1 (5-Bromo-6-fluoro-3-(tetrahydro-2H-thiopyran-4-yl)-1H-indole-7-carboxamide), BrC=1C=C2C(=CNC2=C(C1F)C(=O)N)C1CCSCC1 (5-Bromo-6-fluoro-3-(tetrahydro-2H-thiopyran-4-yl)-1H-indole-7-carboxamide), C(Cl)Cl (DCM). Reagents/catalysts: C(CN(CC(=O)O)CC(=O)[O-])N(CC(=O)O)CC(=O)[O-].[Na+].[Na+] (Na2EDTA). The solvent is O (water), COCCOC (DME), COCCOC (DME), O (Water). Conditions: time 17 hour. Yields the product BrC=1C=C2C(=CNC2=C(C1F)C(=O)N)C1CCS(CC1)(=O)=O (5-Bromo-3-(1,1-dioxidotetrahydro-2H-thiopyran-4-yl)-6-fluoro-1H-indole-7-carboxamide). Yield: 18.8%. RXN SMILES: [Br:1][C:2]1[CH:3]=[C:4]2[C:8](=[C:9]([C:12]([NH2:14])=[O:13])[C:10]=1[F:11])[NH:7][CH:6]=[C:5]2[CH:15]1[CH2:20][CH2:19]S[CH2:17][CH2:16]1.C([O-])(O)=O.[Na+].O[O:27][S:28]([O-:30])=O.[K+].C(Cl)Cl>COCCOC.O.C(N(CC([O-])=O)CC(O)=O)CN(CC([O-])=O)CC(O)=O.[Na+].[Na+]>[Br:1][C:2]1[CH:3]=[C:4]2[C:8](=[C:9]([C:12]([NH2:14])=[O:13])[C:10]=1[F:11])[NH:7][CH:6]=[C:5]2[CH:15]1[CH2:20][CH2:19][S:28](=[O:30])(=[O:27])[CH2:17][CH2:16]1 |f:1.2,3.4,8.9.10|. Procedure details: An aqueous solution of 0.0004 M Na2EDTA (0.882 mL, 0.353 μmol) was added to a solution of 5-Bromo-6-fluoro-3-(tetrahydro-2H-thiopyran-4-yl)-1H-indole-7-carboxamide (45 mg, 0.126 mmol) in DME (3 mL). In a separate flask, NaHCO3 (106 mg, 1.260 mmol) was added to a solution of Oxone (232 mg, 0.378 mmol) in water (1 mL). This mixture was then added in 3 portions over 3 min to the DME solution of 5-Bromo-6-fluoro-3-(tetrahydro-2H-thiopyran-4-yl)-1H-indole-7-carboxamide. The reaction was stirred at ro... Reported procedure: A solution of methylthiomethyl 3-bromo-4-oxo-6-phenyl-4H-pyran-2-carboxylate (0.36 g) and m-chloroperoxybenzoic acid (0.22 g, 80% pure) in chloroform (5 ml) was stirred for 4 hours at room temperature, filtered, washed with sodium bicarbonate solution, and evaporated. The residue was recrystallised from ethyl acetate-petroleum ether 60°-80° C. to give the title product (mp 159° C.). Solvent: C(Cl)(Cl)Cl (chloroform). As a reaction SMILES: [Br:1][C:2]1[C:7](=[O:8])[CH:6]=[C:5]([C:9]2[CH:14]=[CH:13][CH:12]=[CH:11][CH:10]=2)[O:4][C:3]=1[C:15]([O:17][CH2:18][S:19][CH3:20])=[O:16].ClC1C=C(C=CC=1)C(OO)=[O:26]>C(Cl)(Cl)Cl>[Br:1][C:2]1[C:7](=[O:8])[CH:6]=[C:5]([C:9]2[CH:14]=[CH:13][CH:12]=[CH:11][CH:10]=2)[O:4][C:3]=1[C:15]([O:17][CH2:18][S:19]([CH3:20])=[O:26])=[O:16]. The product is BrC1=C(OC(=CC1=O)C1=CC=CC=C1)C(=O)OCS(=O)C (Methylsulphinylmethyl 3-bromo-4-oxo-6-phenyl-4H-pyran-2-carboxylate). Reactants: BrC1=C(OC(=CC1=O)C1=CC=CC=C1)C(=O)OCSC (methylthiomethyl 3-bromo-4-oxo-6-phenyl-4H-pyran-2-carboxylate), ClC=1C=C(C(=O)OO)C=CC1 (m-chloroperoxybenzoic acid). Reactants: ClC=1C=CC=C2C=C(NC(C12)=O)[C@H](C)NC(OCC1C2=CC=CC=C2C=2C=CC=CC12)=O ((S)-(9H-fluoren-9-yl)methyl 1-(8-chloro-1-oxo-1,2-dihydroisoquinolin-3-yl)ethylcarbamate), [B-](F)(F)(F)F.[B-](F)(F)(F)F.C1C[N+]2(CC[N+]1(CC2)CCl)F (selectfluor). Solvent: C(C)#N (acetonitrile). Product: ClC=1C=CC=C2C(=C(NC(C12)=O)[C@H](C)NC(OCC1C2=CC=CC=C2C=2C=CC=CC12)=O)F ((S)-(9H-fluoren-9-yl)methyl 1-(8-chloro-4-fluoro-1-oxo-1,2-dihydroisoquinolin-3-yl)ethylcarbamate). Reaction SMILES: [Cl:1][C:2]1[CH:3]=[CH:4][CH:5]=[C:6]2[C:11]=1[C:10](=[O:12])[NH:9][C:8]([C@@H:13]([NH:15][C:16](=[O:32])[O:17][CH2:18][CH:19]1[C:31]3[CH:30]=[CH:29][CH:28]=[CH:27][C:26]=3[C:25]3[C:20]1=[CH:21][CH:22]=[CH:23][CH:24]=3)[CH3:14])=[CH:7]2.[B-](F)(F)(F)[F:34].[B-](F)(F)(F)F.C1[N+]2(CCl)CC[N+](F)(CC2)C1>C(#N)C>[Cl:1][C:2]1[CH:3]=[CH:4][CH:5]=[C:6]2[C:11]=1[C:10](=[O:12])[NH:9][C:8]([C@@H:13]([NH:15][C:16](=[O:32])[O:17][CH2:18][CH:19]1[C:31]3[CH:30]=[CH:29][CH:28]=[CH:27][C:26]=3[C:25]3[C:20]1=[CH:21][CH:22]=[CH:23][CH:24]=3)[CH3:14])=[C:7]2[F:34] |f:1.2.3|. Procedure: A mixture of (S)-(9H-fluoren-9-yl)methyl 1-(8-chloro-1-oxo-1,2-dihydroisoquinolin-3-yl)ethylcarbamate 79 (2.75 g, 6.1 mmol, 1.0 eq) and selectfluor (2.16 g, 6.1 mmol, 1.0 eq) in anhydrous acetonitrile (100 mL) was stirred at reflux under argon for 12 h. The mixture was allowed to cool to RT and then concentrated in vacuo. The residue was dissolved in ethyl acetate (100 mL) and filtered through celite. The filtrate was washed with water, dried over anhydrous Na2SO4 and filtered. The filtrate was ... Starting materials: ClC(Cl)Cl, Cl, Cc1cc(C)n(-c2cc(OS(C)(=O)=O)c(Cl)cc2F)n1. Yields the product Cc1nn(-c2cc(OS(C)(=O)=O)c(Cl)cc2F)c(C)c1Cl. RXN SMILES: [CH:22]([Cl:23])([Cl:24])[Cl:25].[Cl:21].[F:1][c:2]1[c:3](-[n:14]2[n:15][c:16]([CH3:20])[cH:17][c:18]2[CH3:19])[cH:4][c:5]([O:9][S:10](=[O:11])(=[O:12])[CH3:13])[c:6]([Cl:8])[cH:7]1>>[F:1][c:2]1[c:3](-[n:14]2[n:15][c:16]([CH3:20])[c:17]([Cl:23])[c:18]2[CH3:19])[cH:4][c:5]([O:9][S:10](=[O:11])(=[O:12])[CH3:13])[c:6]([Cl:8])[cH:7]1.